This data is from the Open Reaction Database (ORD), a public repository of structured organic reaction records. The task is: describe an organic reaction: reactants, conditions, products, and yield Reactants: BrCCBr, O=C([O-])[O-], CCOC(=O)CC(=O)C(C)N(Cc1ccccc1)Cc1ccccc1, CC(C)=O, [K+], [K+], O. Yields the product CCOC(=O)C1(C(=O)C(C)N(Cc2ccccc2)Cc2ccccc2)CC1. RXN SMILES: [Br:26][CH2:27][CH2:28][Br:29].[C:30](=[O:31])([O-:32])[O-:33].[CH2:1]([c:2]1[cH:3][cH:4][cH:5][cH:6][cH:7]1)[N:8]([CH:9]([C:10]([CH2:11][C:12](=[O:13])[O:14][CH2:15][CH3:16])=[O:17])[CH3:18])[CH2:19][c:20]1[cH:21][cH:22][cH:23][cH:24][cH:25]1.[CH3:37][C:38](=[O:39])[CH3:40].[K+:34].[K+:35].[OH2:36]>>[CH2:1]([c:2]1[cH:3][cH:4][cH:5][cH:6][cH:7]1)[N:8]([CH:9]([C:10]([C:11]1([C:12](=[O:13])[O:14][CH2:15][CH3:16])[CH2:27][CH2:28]1)=[O:17])[CH3:18])[CH2:19][c:20]1[cH:21][cH:22][cH:23][cH:24][cH:25]1. The reactants are Rh(CO)2Cl, C(C)(=O)OC (methyl acetate), O1OOCCC1 (trioxane), C(C)(=O)O (acetic acid), I (hydrogen iodide), [C]=O (carbon monoxide). Reaction conditions: temperature 200 celsius, time 16 hour. Product: C(C)(=O)OCOC(C)=O (methylene bis-acetate). Reaction SMILES: [C:1]([O:4][CH3:5])(=[O:3])[CH3:2].O1CCCOO1.[C:12]([OH:15])(=[O:14])[CH3:13].I.[C]=O>>[C:1]([O:4][CH2:5][O:15][C:12](=[O:14])[CH3:13])(=[O:3])[CH3:2] |^3:16|. Procedure details: A 1-liter, magnetically stirred autoclave was charged with 0.001 mol of Rh(CO)2Cl, sealed and flushed with nitrogen followed by carbon monoxide. The autoclave was then charged with 1 mol of methyl acetate, 1 mol of trioxane, 0.5 mol of acetic acid and 0.056 mol of hydrogen iodide. The autoclave was sealed, pressured to 1000 psig with carbon monoxide, and rapidly heated to 200° C. After 16 hours at 200° C., the reaction was terminated, the autoclave was opened and the reaction mixture analyzed by... Reactants: CCNC(=O)Nc1ccc(B(O)O)cc1OC, CCCO, CCOC(C)=O, CCCC(Nc1cncc(Cl)n1)c1cccnc1, [Na+], [Na+], O=C([O-])[O-], CC(C)(O)C(C)(C)O, Cc1ccccc1, c1ccc(P(c2ccccc2)(c2ccccc2)[Pd](P(c2ccccc2)(c2ccccc2)c2ccccc2)(P(c2ccccc2)(c2ccccc2)c2ccccc2)P(c2ccccc2)(c2ccccc2)c2ccccc2)cc1. Yields the product CCCC(Nc1cncc(-c2ccc(NC(=O)NCC)c(OC)c2)n1)c1cccnc1. Reaction SMILES: [CH2:27]([CH3:28])[NH:29][C:30](=[O:31])[NH:32][c:33]1[c:34]([O:42][CH3:43])[cH:35][c:36]([B:39]([OH:40])[OH:41])[cH:37][cH:38]1.[CH2:56]([OH:57])[CH2:58][CH3:59].[CH3:50][CH2:51][O:52][C:53](=[O:54])[CH3:55].[Cl:1][c:2]1[cH:3][n:4][cH:5][c:6]([NH:8][CH:9]([CH2:10][CH2:11][CH3:12])[c:13]2[cH:14][n:15][cH:16][cH:17][cH:18]2)[n:7]1.[Na+:44].[Na+:45].[O-:46][C:47](=[O:48])[O-:49].[OH:19][C:20]([C:21]([OH:22])([CH3:23])[CH3:24])([CH3:25])[CH3:26].[c:60]1([CH3:61])[cH:62][cH:63][cH:64][cH:65][cH:66]1.[cH:67]1[cH:68][cH:69][c:70]([P:71]([Pd:72]([P:73]([c:74]2[cH:75][cH:76][cH:77][cH:78][cH:79]2)([c:80]2[cH:81][cH:82][cH:83][cH:84][cH:85]2)[c:86]2[cH:87][cH:88][cH:89][cH:90][cH:91]2)([P:92]([c:93]2[cH:94][cH:95][cH:96][cH:97][cH:98]2)([c:99]2[cH:100][cH:101][cH:102][cH:103][cH:104]2)[c:105]2[cH:106][cH:107][cH:108][cH:109][cH:110]2)[P:111]([c:112]2[cH:113][cH:114][cH:115][cH:116][cH:117]2)([c:118]2[cH:119][cH:120][cH:121][cH:122][cH:123]2)[c:124]2[cH:125][cH:126][cH:127][cH:128][cH:129]2)([c:130]2[cH:131][cH:132][cH:133][cH:134][cH:135]2)[c:136]2[cH:137][cH:138][cH:139][cH:140][cH:141]2)[cH:142][cH:143]1>>[c:2]1(-[c:36]2[cH:35][c:34]([O:42][CH3:43])[c:33]([NH:32][C:30]([NH:29][CH2:27][CH3:28])=[O:31])[cH:38][cH:37]2)[cH:3][n:4][cH:5][c:6]([NH:8][CH:9]([CH2:10][CH2:11][CH3:12])[c:13]2[cH:14][n:15][cH:16][cH:17][cH:18]2)[n:7]1. Starting materials: OC(C[C@@]1(CCN(C(O1)=O)[C@@H](C)C1=CC=C(C=C1)B1OC(C(O1)(C)C)(C)C)C1=CC=CC=C1)(C)C ((S)-6-(2-hydroxy-2-methylpropyl)-6-phenyl-3-((S)-1-(4-(4,4,5,5-tetramethyl-1,3,2-dioxaborol-an-2-yl)phenyl)ethyl)-1,3-oxazinan-2-one), ClC=1C=CC=2N(N1)C=CN2 (6-chloroimidazo[1,2-b]pyridazine), C(=O)(O)[O-].[Na+] (NaHCO3), O (H2O). The reagents and catalysts are C1=CC=C(C=C1)P([C-]2C=CC=C2)C3=CC=CC=C3.C1=CC=C(C=C1)P([C-]2C=CC=C2)C3=CC=CC=C3.Cl[Pd]Cl.[Fe+2] (PdCl2(dppf)). Run in O1CCOCC1 (dioxane). Run at temperature 110 celsius. Product: OC(C[C@@]1(CCN(C(O1)=O)[C@@H](C)C1=CC=C(C=C1)C=1C=CC=2N(N1)C=CN2)C2=CC=CC=C2)(C)C ((S)-6-(2-hydroxy-2-methylpropyl)-3-((S)-1-(4-(imidazo[1,2-b]pyridazin-6-yl)phenyl)ethyl)-6-phenyl-1,3-oxazinan-2-one). Yield: 64.8%. RXN SMILES: [OH:1][C:2]([CH3:35])([CH3:34])[CH2:3][C@@:4]1([C:28]2[CH:33]=[CH:32][CH:31]=[CH:30][CH:29]=2)[O:9][C:8](=[O:10])[N:7]([C@H:11]([C:13]2[CH:18]=[CH:17][C:16](B3OC(C)(C)C(C)(C)O3)=[CH:15][CH:14]=2)[CH3:12])[CH2:6][CH2:5]1.Cl[C:37]1[CH:38]=[CH:39][C:40]2[N:41]([CH:43]=[CH:44][N:45]=2)[N:42]=1.C([O-])(O)=O.[Na+].O>C1C=CC(P(C2C=CC=CC=2)[C-]2C=CC=C2)=CC=1.C1C=CC(P(C2C=CC=CC=2)[C-]2C=CC=C2)=CC=1.Cl[Pd]Cl.[Fe+2].O1CCOCC1>[OH:1][C:2]([CH3:35])([CH3:34])[CH2:3][C@@:4]1([C:28]2[CH:29]=[CH:30][CH:31]=[CH:32][CH:33]=2)[O:9][C:8](=[O:10])[N:7]([C@H:11]([C:13]2[CH:14]=[CH:15][C:16]([C:37]3[CH:38]=[CH:39][C:40]4[N:41]([CH:43]=[CH:44][N:45]=4)[N:42]=3)=[CH:17][CH:18]=2)[CH3:12])[CH2:6][CH2:5]1 |f:2.3,5.6.7.8|. Procedure details: A microwave vial equipped with a flea stir bar was charged with (S)-6-(2-hydroxy-2-methylpropyl)-6-phenyl-3-((S)-1-(4-(4,4,5,5-tetramethyl-1,3,2-dioxaborol-an-2-yl)phenyl)ethyl)-1,3-oxazinan-2-one (20 mg, 0.042 mmol), 6-chloroimidazo[1,2-b]pyridazine (13 mg, 0.083 mmol), NaHCO3 (7 mg, 0.083 mmol), PdCl2(dppf) (3 mg, 0.004 mmol), H2O (0.1 mL) and dry dioxane (1.0 mL). The mixture was sparged with nitrogen for 10 min and heated at 110° C. for 30 min in the microwave. The mixture was diluted with g...